From a dataset of the Open Reaction Database (ORD), a public repository of structured organic reaction records. describe an organic reaction: reactants, conditions, products, and yield The reactants are CC(C)(C)OC(=O)n1c(CN2CCNCC2=O)cc2cnccc21, O=C([O-])[O-], C#CCBr, CC#N, [K+], [K+]. The product is C#CCN1CCN(Cc2cc3cnccc3n2C(=O)OC(C)(C)C)C(=O)C1. As a reaction SMILES: [C:1]([CH3:2])([CH3:3])([CH3:4])[O:5][C:6](=[O:7])[n:8]1[c:9]([CH2:17][N:18]2[C:19](=[O:24])[CH2:20][NH:21][CH2:22][CH2:23]2)[cH:10][c:11]2[cH:12][n:13][cH:14][cH:15][c:16]12.[C:25](=[O:26])([O-:27])[O-:28].[CH2:31]([C:32]#[CH:33])[Br:34].[CH3:35][C:36]#[N:37].[K+:29].[K+:30]>>[C:1]([CH3:2])([CH3:3])([CH3:4])[O:5][C:6](=[O:7])[n:8]1[c:9]([CH2:17][N:18]2[C:19](=[O:24])[CH2:20][N:21]([CH2:33][C:32]#[CH:31])[CH2:22][CH2:23]2)[cH:10][c:11]2[cH:12][n:13][cH:14][cH:15][c:16]12. Reactants: CS(=O)(=O)O[C@@H]1CC[C@H](CC1)NC1=C2C(=NC=C1[N+](=O)[O-])C=CS2 (trans-4-[(6-nitrothieno[3,2-b]pyridin-7-yl)amino]cyclohexyl methanesulfonate), [C-]#N.[Na+] (sodium cyanide). Run in CS(=O)C (dimethyl sulfoxide). Conditions: temperature 90 celsius, time 6 hour. Product: [N+](=O)([O-])C=1C(=C2C(=NC1)C=CS2)N[C@H]2CC[C@H](CC2)C#N (cis-4-[(6-Nitrothieno[3,2-b]pyridin-7-yl)amino]-cyclohexanecarbonitrile). Yield: 33.1%. RXN SMILES: CS(O[C@H:6]1[CH2:11][CH2:10][C@H:9]([NH:12][C:13]2[C:18]([N+:19]([O-:21])=[O:20])=[CH:17][N:16]=[C:15]3[CH:22]=[CH:23][S:24][C:14]=23)[CH2:8][CH2:7]1)(=O)=O.[C-:25]#[N:26].[Na+]>CS(C)=O>[N+:19]([C:18]1[C:13]([NH:12][C@@H:9]2[CH2:10][CH2:11][C@H:6]([C:25]#[N:26])[CH2:7][CH2:8]2)=[C:14]2[S:24][CH:23]=[CH:22][C:15]2=[N:16][CH:17]=1)([O-:21])=[O:20] |f:1.2|. Procedure details: A mixture of trans-4-[(6-nitrothieno[3,2-b]pyridin-7-yl)amino]cyclohexyl methanesulfonate (0.12 g, 0.32 mmol) and sodium cyanide (0.061 g, 1.2 mmol) in dimethyl sulfoxide (1 mL) was stirred at 90° C. for 6 h. After dilution with EtOAc, the resulting mixture was washed with sat. NaHCO3 solution, water and brine, and then concentrated. The residue was purified on silica gel (eluting with 0 to 5% MeOH in dichloromethane) to give the desired product (32 mg). LCMS calculated for C14H15N4O2S (M+H)+: m... Starting materials: CNc1nc(SC)ncc1CO, ClC(Cl)Cl, O=[Mn]=O. Product: CNc1nc(SC)ncc1C=O. Reaction SMILES: [CH3:1][NH:2][c:3]1[n:4][c:5]([S:11][CH3:12])[n:6][cH:7][c:8]1[CH2:9][OH:10].[Cl:13][CH:14]([Cl:15])[Cl:16].[O:17]=[Mn:18]=[O:19]>>[CH3:1][NH:2][c:3]1[n:4][c:5]([S:11][CH3:12])[n:6][cH:7][c:8]1[CH:9]=[O:10]. Starting materials: example 5 ( i ), COC(C1=CC(=C(C(=C1)C)N)N)=O (3,4-Diamino-5-methyl-benzoic acid methyl ester), COC(C(Cl)(Cl)Cl)=N (2,2,2-trichloro-acetimidic acid methyl ester). The product is COC(=O)C1=CC2=C(NC(=N2)C(Cl)(Cl)Cl)C(=C1)C.COC(=O)C1=CC2=C(NC(=N2)C(Cl)(Cl)Cl)C(=C1)C (7-Methyl-2-trichloromethyl-1H-benzoimidazole-5-carboxylic acid methyl ester 7-Methyl-2-trichloromethyl-1H-benzoimidazole-5-carboxylic acid methyl ester). RXN SMILES: [CH3:1][O:2][C:3](=[O:13])[C:4]1[CH:9]=[C:8]([CH3:10])[C:7]([NH2:11])=[C:6]([NH2:12])[CH:5]=1.CO[C:16](=[NH:21])[C:17]([Cl:20])([Cl:19])[Cl:18]>>[CH3:1][O:2][C:3]([C:4]1[CH:9]=[C:8]([CH3:10])[C:7]2[NH:11][C:16]([C:17]([Cl:20])([Cl:19])[Cl:18])=[N:12][C:6]=2[CH:5]=1)=[O:13].[CH3:1][O:2][C:3]([C:4]1[CH:9]=[C:8]([CH3:10])[C:7]2[NH:11][C:16]([C:17]([Cl:18])([Cl:19])[Cl:20])=[N:21][C:6]=2[CH:5]=1)=[O:13] |f:2.3|. Procedure details: 7-Methyl-2-trichloromethyl-1H-benzoimidazole-5-carboxylic acid methyl ester 7-Methyl-2-trichloromethyl-1H-benzoimidazole-5-carboxylic acid methyl ester was prepared by a procedure according to example 5 (i) starting from 404.0 mg (2.20 mmol) 3,4-Diamino-5-methyl-benzoic acid methyl ester and 0.39 mL (3.08 mmol) 2,2,2-trichloro-acetimidic acid methyl ester. The reactants are C(C)OC(=O)N(CC#C)CC1=NC=CC=N1 (2-(N-ethoxycarbonyl-N-propargylaminomethyl)-pyrimidine). Solvent: C=1(C(=CC=CC1)C)C (xylene). The product is N1=C2C(=CC=C1)CN(C2)C(=O)OCC (Ethyl 5,7-dihydro-6H-pyrrolo[3,4-b]pyridine-6-carboxylate). RXN SMILES: [CH2:1]([O:3][C:4]([N:6]([CH2:10][C:11]1[N:16]=[CH:15][CH:14]=[CH:13]N=1)[CH2:7][C:8]#C)=[O:5])[CH3:2]>C1(C)C(C)=CC=CC=1>[N:16]1[CH:15]=[CH:14][CH:13]=[C:8]2[CH2:7][N:6]([C:4]([O:3][CH2:1][CH3:2])=[O:5])[CH2:10][C:11]=12. Reported procedure: 7.7 g (35 mmol) of 2-(N-ethoxycarbonyl-N-propargylaminomethyl)-pyrimidine are refluxed for 40 hours in 150 ml of xylene. The mixture is concentrated, and the residue is recrystallised from ligroin. The reactants are solution, Cl (hydrochloric acid), C(C1=CC=CC=C1)OC(=O)NC1=C(C=C(OC2=CC(=NC=C2)NC(OC(C)(C)C)=O)C=C1)F (tert-butyl [4-(4-benzyloxycarbonylamino-3-fluorophenoxy)pyridin-2-yl]carbamate). The solvent is C(C)(=O)OCC (ethyl acetate). The product is NC1=NC=CC(=C1)OC1=CC(=C(C=C1)NC(OCC1=CC=CC=C1)=O)F (Benzyl [4-(2-aminopyridin-4-yloxy)-2-fluorophenyl]carbamate). The yield is 95.9%. RXN SMILES: Cl.[CH2:2]([O:9][C:10]([NH:12][C:13]1[CH:33]=[CH:32][C:16]([O:17][C:18]2[CH:23]=[CH:22][N:21]=[C:20]([NH:24]C(=O)OC(C)(C)C)[CH:19]=2)=[CH:15][C:14]=1[F:34])=[O:11])[C:3]1[CH:8]=[CH:7][CH:6]=[CH:5][CH:4]=1>C(OCC)(=O)C>[NH2:24][C:20]1[CH:19]=[C:18]([O:17][C:16]2[CH:32]=[CH:33][C:13]([NH:12][C:10](=[O:11])[O:9][CH2:2][C:3]3[CH:8]=[CH:7][CH:6]=[CH:5][CH:4]=3)=[C:14]([F:34])[CH:15]=2)[CH:23]=[CH:22][N:21]=1. Reported procedure: A 4N solution of hydrochloric acid in ethyl acetate solution (120 ml) was cooled in an ice bath. To this was added tert-butyl [4-(4-benzyloxycarbonylamino-3-fluorophenoxy)pyridin-2-yl]carbamate (3.92 g) while stirring and the mixture was further stirred for 10 minutes in an ice bath. The reaction mixture was then further stirred for 3.5 hours at room temperature. The reaction mixture was concentrated under reduced pressure. Ethyl acetate (150 ml) and a saturated aqueous solution of sodium hydrog... Starting materials: O=C1C(Cc2ccccc2)C(=O)N(c2ccccc2)N1c1ccccc1, CC(=O)O, OO. The product is O=C1N(c2ccccc2)N(c2ccccc2)C(=O)C1(O)Cc1ccccc1. RXN SMILES: [CH2:1]([c:2]1[cH:3][cH:4][cH:5][cH:6][cH:7]1)[CH:8]1[C:9](=[O:26])[N:10]([c:20]2[cH:21][cH:22][cH:23][cH:24][cH:25]2)[N:11]([c:14]2[cH:15][cH:16][cH:17][cH:18][cH:19]2)[C:12]1=[O:13].[CH3:29][C:30](=[O:31])[OH:32].[OH:27][OH:28]>>[CH2:1]([c:2]1[cH:3][cH:4][cH:5][cH:6][cH:7]1)[C:8]1([OH:27])[C:9](=[O:26])[N:10]([c:20]2[cH:21][cH:22][cH:23][cH:24][cH:25]2)[N:11]([c:14]2[cH:15][cH:16][cH:17][cH:18][cH:19]2)[C:12]1=[O:13]. The reactants are I(=O)(=O)(=O)[O-].[Na+] (sodium periodate), CO (methanol), CC1=CC=C(C=C1)SCC#C (4-methyl-1-prop-2-ynylthiobenzene). Solvent: O (water). Conditions: time 2.5 hour. Product: CC1=CC=C(C=C1)S(=O)CC#C (4-methyl-1-(prop-2-ynylsulfinyl)benzene). As a reaction SMILES: I([O-])(=O)(=O)=O.[Na+].C[OH:8].[CH3:9][C:10]1[CH:15]=[CH:14][C:13]([S:16][CH2:17][C:18]#[CH:19])=[CH:12][CH:11]=1>O>[CH3:9][C:10]1[CH:15]=[CH:14][C:13]([S:16]([CH2:17][C:18]#[CH:19])=[O:8])=[CH:12][CH:11]=1 |f:0.1|. Reported procedure: In 250 mL of water, was subsequently added and dissolved 68.7 g (321 mmol) of sodium periodate. A methanol solution (250 mL) of 49.6 g (306 mmol) of 4-methyl-1-prop-2-ynylthiobenzene [general formula (XI)] was dropped and stirred at room temperature for 2.5 hours. After 2.5 hours, the mixture was filtered, and the solids were washed with 100 mL of ethyl acetate. The filtrate was vacuum concentrated, and 200 mL of water was added. The resulting mixture was extracted with ethyl acetate (150 mL) th... The reactants are Cl.FC(C1=C(C(C2=CC=C(C=C2)Cl)OC2CNC2)C=CC=C1)(F)F (3-[2-(trifluoromethyl)-4′-chlorobenzhydryloxy]azetidine hydrochloride), C12(CC3CC(CC(C1)C3)C2)N=C=O (1-adamantyl isocyanate), compound ( 10 ). The product is FC(C1=C(C(C2=CC=C(C=C2)Cl)OC2CN(C2)C(=O)NC23CC4CC(CC(C2)C4)C3)C=CC=C1)(F)F (3-[2-(trifluoromethyl)-4′-chlorobenzhydryloxy]-N-(1-adamantyl)-azetidine-1-carboxamide). As a reaction SMILES: Cl.[F:2][C:3]([F:24])([F:23])[C:4]1[CH:22]=[CH:21][CH:20]=[CH:19][C:5]=1[CH:6]([O:14][CH:15]1[CH2:18][NH:17][CH2:16]1)[C:7]1[CH:12]=[CH:11][C:10]([Cl:13])=[CH:9][CH:8]=1.[C:25]12([N:35]=[C:36]=[O:37])[CH2:34][CH:29]3[CH2:30][CH:31]([CH2:33][CH:27]([CH2:28]3)[CH2:26]1)[CH2:32]2>>[F:24][C:3]([F:2])([F:23])[C:4]1[CH:22]=[CH:21][CH:20]=[CH:19][C:5]=1[CH:6]([O:14][CH:15]1[CH2:18][N:17]([C:36]([NH:35][C:25]23[CH2:34][CH:29]4[CH2:28][CH:27]([CH2:33][CH:31]([CH2:30]4)[CH2:32]2)[CH2:26]3)=[O:37])[CH2:16]1)[C:7]1[CH:12]=[CH:11][C:10]([Cl:13])=[CH:9][CH:8]=1 |f:0.1|. Reported procedure: This material was prepared from 3-[2-(trifluoromethyl)-4′-chlorobenzhydryloxy]azetidine hydrochloride (98) (0.55 mmol) and 1-adamantyl isocyanate (0.55 mmol) using the procedure described for compound (10) (229 mg, 83%).